From a dataset of the Open Reaction Database (ORD), a public repository of structured organic reaction records. describe an organic reaction: reactants, conditions, products, and yield Starting materials: C(P(OCC)(OCC)=O)P(OCC)(OCC)=O (tetraethyl methylenediphosphonate), [H-].[Na+] (sodium hydride), C(=O)C=1C(=NN(C1)C1=CC=CC=C1)NC(CC1=CC(=C(C=C1)OCC=1N=C(OC1C)C1=CC=CC=C1)OC)=O (N-(4-formyl-1-phenyl-1H-pyrazol-3-yl)-2-{3-methoxy-4-[(5-methyl-2-phenyl-1,3-oxazol-4-yl)methoxy]phenyl}acetamide), O (Water). Solvent: CN(C=O)C (N,N-dimethylformamide), CN(C=O)C (N,N-dimethylformamide). Conditions: time 20 minute. Yields the product COC=1C=C(C=CC1OCC=1N=C(OC1C)C1=CC=CC=C1)CC(=O)NC1=NN(C=C1/C=C/P(OCC)(OCC)=O)C1=CC=CC=C1 (diethyl (E)-2-{3-[({3-methoxy-4-[(5-methyl-2-phenyl-1,3-oxazol-4-yl)methoxy]phenyl}acetyl)amino]-1-phenyl-1H-pyrazol-4-yl}ethenylphosphonate). Isolated yield 21.0%. RXN SMILES: [CH2:1]([P:10](=[O:17])([O:14][CH2:15][CH3:16])[O:11][CH2:12][CH3:13])P(=O)(OCC)OCC.[H-].[Na+].[CH:20]([C:22]1[C:23]([NH:33][C:34](=[O:58])[CH2:35][C:36]2[CH:41]=[CH:40][C:39]([O:42][CH2:43][C:44]3[N:45]=[C:46]([C:50]4[CH:55]=[CH:54][CH:53]=[CH:52][CH:51]=4)[O:47][C:48]=3[CH3:49])=[C:38]([O:56][CH3:57])[CH:37]=2)=[N:24][N:25]([C:27]2[CH:32]=[CH:31][CH:30]=[CH:29][CH:28]=2)[CH:26]=1)=O.O>CN(C)C=O>[CH3:57][O:56][C:38]1[CH:37]=[C:36]([CH2:35][C:34]([NH:33][C:23]2[C:22](/[CH:20]=[CH:1]/[P:10](=[O:17])([O:11][CH2:12][CH3:13])[O:14][CH2:15][CH3:16])=[CH:26][N:25]([C:27]3[CH:32]=[CH:31][CH:30]=[CH:29][CH:28]=3)[N:24]=2)=[O:58])[CH:41]=[CH:40][C:39]=1[O:42][CH2:43][C:44]1[N:45]=[C:46]([C:50]2[CH:51]=[CH:52][CH:53]=[CH:54][CH:55]=2)[O:47][C:48]=1[CH3:49] |f:1.2|. Reported procedure: To a solution of tetraethyl methylenediphosphonate (357 mg) in N,N-dimethylformamide (5 mL) was added sodium hydride (60% in oil, 54 mg), and the mixture was stirred at room temperature for 20 min. To the reaction mixture was added a solution of N-(4-formyl-1-phenyl-1H-pyrazol-3-yl)-2-{3-methoxy-4-[(5-methyl-2-phenyl-1,3-oxazol-4-yl)methoxy]phenyl}acetamide (590 mg) in N,N-dimethylformamide (5 mL), and the mixture was stirred at room temperature for 2 hrs. Water was poured into the reaction mixt...